The task is: describe an organic reaction: reactants, conditions, products, and yield. This data is from the Open Reaction Database (ORD), a public repository of structured organic reaction records. As a reaction SMILES: [NH:1]1[CH:5]=[CH:4][CH:3]=[N:2]1.Br[CH2:7][C:8]1[N:12]([CH2:13][CH2:14][NH:15][C:16](=[O:22])[O:17][C:18]([CH3:21])([CH3:20])[CH3:19])[N:11]=[C:10]([CH2:23][CH3:24])[C:9]=1[O:25][C:26]1[CH:31]=[C:30]([Cl:32])[CH:29]=[C:28]([Cl:33])[CH:27]=1.[H-].[Na+]>CN(C)C=O>[Cl:33][C:28]1[CH:27]=[C:26]([CH:31]=[C:30]([Cl:32])[CH:29]=1)[O:25][C:9]1[C:10]([CH2:23][CH3:24])=[N:11][N:12]([CH2:13][CH2:14][NH:15][C:16](=[O:22])[O:17][C:18]([CH3:21])([CH3:20])[CH3:19])[C:8]=1[CH2:7][N:1]1[CH:5]=[CH:4][CH:3]=[N:2]1 |f:2.3|. Run at time 5 hour. Isolated yield 86.7%. Procedure details: Pyrazole (23 mg, 0.330 mmol) was added in one portion to a stirred solution of the bromide of Example 137 (148 mg, 0.300 mmol) and sodium hydride (60% dispersion in oil, 13.2 mg, 0.330 mmol) in N,N-dimethylformamide (2 ml) at room temperature under nitrogen. The reaction was stirred for 5 hours, quenched with water (1.00 ml) and concentrated under reduced pressure. The residue was dissolved in dichloromethane (30 ml) and the resulting solution was washed with 1M aqueous potassium carbonate solut... Starting materials: N1N=CC=C1 (Pyrazole), BrCC1=C(C(=NN1CCNC(OC(C)(C)C)=O)CC)OC1=CC(=CC(=C1)Cl)Cl (tert-Butyl 2-[5-(bromomethyl)-4-(3,5-dichlorophenoxy)-3-ethyl-1H-pyrazol-1-yl]ethylcarbamate), [H-].[Na+] (sodium hydride). Product: ClC=1C=C(OC=2C(=NN(C2CN2N=CC=C2)CCNC(OC(C)(C)C)=O)CC)C=C(C1)Cl (tert-Butyl 2-[4-(3,5-dichlorophenoxy)-3-ethyl-5-(1H-pyrazol-1-ylmethyl)-1H-pyrazol-1-yl]ethylcarbamate). The solvent is CN(C=O)C (N,N-dimethylformamide). The reactants are COC(=O)Cc1ccc(-n2ccc3cc(C(=O)OC(C)(C)C)ccc32)c(C#N)c1, ClCCl, O=C(O)C(F)(F)F. The product is COC(=O)Cc1ccc(-n2ccc3cc(C(=O)O)ccc32)c(C#N)c1. Reaction SMILES: [C:1](#[N:2])[c:3]1[c:4](-[n:14]2[cH:15][cH:16][c:17]3[cH:18][c:19]([C:23](=[O:24])[O:25][C:26]([CH3:27])([CH3:28])[CH3:29])[cH:20][cH:21][c:22]23)[cH:5][cH:6][c:7]([CH2:9][C:10](=[O:11])[O:12][CH3:13])[cH:8]1.[Cl:37][CH2:38][Cl:39].[F:30][C:31]([F:32])([F:33])[C:34]([OH:35])=[O:36]>>[C:1](#[N:2])[c:3]1[c:4](-[n:14]2[cH:15][cH:16][c:17]3[cH:18][c:19]([C:23](=[O:24])[OH:25])[cH:20][cH:21][c:22]23)[cH:5][cH:6][c:7]([CH2:9][C:10](=[O:11])[O:12][CH3:13])[cH:8]1. Reactants: Cc1cccc(C)c1C=O, CC(=O)O, I, N=C(NN)NCc1ccncc1, O. The product is I, Cc1cccc(C)c1C=NNC(=N)NCc1ccncc1. RXN SMILES: [CH3:14][c:15]1[c:16]([CH:17]=[O:18])[c:19]([CH3:23])[cH:20][cH:21][cH:22]1.[CH3:24][C:25](=[O:26])[OH:27].[IH:1].[NH2:2][NH:3][C:4](=[NH:5])[NH:6][CH2:7][c:8]1[cH:9][cH:10][n:11][cH:12][cH:13]1.[OH2:28]>>[IH:1].[N:2]([NH:3][C:4](=[NH:5])[NH:6][CH2:7][c:8]1[cH:9][cH:10][n:11][cH:12][cH:13]1)=[CH:17][c:16]1[c:15]([CH3:14])[cH:22][cH:21][cH:20][c:19]1[CH3:23]. Starting materials: CC(C)([O-])C.[K+] (potassium t-butoxide), C(CC)(=O)C=1C(CC(CC1O)C1=C(C=CC=C1)C1=CC=C(C=C1)O)=O (2-propionyl-3-hydroxy-5-((4-hydroxyphenyl)-phenyl)cyclohex-2-en-1-one), O (water), FC=1C=C(C=CC1)CS(=O)(=O)CC1=CC(=CC=C1)F (3-fluorophenylmethylsulfone). Run in CS(=O)C (methyl sulfoxide). Conditions: temperature 120 celsius, time 15 minute. Yields the product C(CC)(=O)C=1C(CC(CC1O)C1=CC=C(C=C1)OC1=CC(=CC=C1)S(=O)(=O)C)=O (2-Propionyl-3-hydroxy-5-(4-(3-(methylsulfonyl)phenoxy)phenyl)cyclohex-2-en-1-one). As a reaction SMILES: [CH3:1][C:2](C)([O-:4])[CH3:3].[K+].[C:7]([C:11]1[C:12](=[O:31])[CH2:13][CH:14]([C:18]2[CH:23]=[CH:22][CH:21]=[CH:20][C:19]=2C2C=CC(O)=CC=2)[CH2:15][C:16]=1[OH:17])(=[O:10])[CH2:8][CH3:9].FC1[CH:34]=[C:35]([CH2:39][S:40]([CH2:43]C2C=CC=C(F)C=2)(=[O:42])=[O:41])C=CC=1.O>CS(C)=O>[C:7]([C:11]1[C:12](=[O:31])[CH2:13][CH:14]([C:18]2[CH:19]=[CH:20][C:21]([O:4][C:2]3[CH:3]=[CH:34][CH:35]=[C:39]([S:40]([CH3:43])(=[O:42])=[O:41])[CH:1]=3)=[CH:22][CH:23]=2)[CH2:15][C:16]=1[OH:17])(=[O:10])[CH2:8][CH3:9] |f:0.1|. Procedure: A solution of 1.7 g (15.0 mmol) of potassium t-butoxide in 20 mL of methyl sulfoxide at room temperature was treated with 2.0 g (7.7 mmol) of 2-propionyl-3-hydroxy-5-((4-hydroxyphenyl)-phenyl)cyclohex-2-en-1-one. After 15 minutes of stirring, 2.0 g (11 mmol) of 3-fluorophenylmethylsulfone was added thereto and the solution was heated, under nitrogen, at 120° C. for 7 hours. The mixture was cooled to room temperature, poured into 100 mL of cold water and washed with 30 mL of diether ether and aci... The reactants are [Al+3], C1CCOC1, Cc1cc2ccccc2cc1C=O, [H-], [H-], [H-], [H-], [Li+]. Product: Cc1cc2ccccc2cc1CO. As a reaction SMILES: [Al+3:15].[CH2:20]1[O:21][CH2:22][CH2:23][CH2:24]1.[CH3:1][c:2]1[c:3]([CH:12]=[O:13])[cH:4][c:5]2[cH:6][cH:7][cH:8][cH:9][c:10]2[cH:11]1.[H-:14].[H-:17].[H-:18].[H-:19].[Li+:16]>>[CH3:1][c:2]1[c:3]([CH2:12][OH:13])[cH:4][c:5]2[cH:6][cH:7][cH:8][cH:9][c:10]2[cH:11]1. Starting materials: CCOC(=O)c1cc(C(C)(C)C)n[nH]1, CC(=O)[O-], CC(=O)[O-], ClCCl, [Cu+2], c1ccncc1, OB(O)c1ccc2ncccc2c1. Product: CCOC(=O)c1cc(C(C)(C)C)nn1-c1ccc2ncccc2c1. As a reaction SMILES: [C:20]([CH3:21])([CH3:22])([CH3:23])[c:24]1[n:25][nH:26][c:27]([C:29](=[O:30])[O:31][CH2:32][CH3:33])[cH:28]1.[C:37]([O-:38])(=[O:39])[CH3:40].[C:42]([O-:43])(=[O:44])[CH3:45].[Cl:34][CH2:35][Cl:36].[Cu+2:41].[cH:14]1[cH:15][cH:16][n:17][cH:18][cH:19]1.[n:1]1[cH:2][cH:3][cH:4][c:5]2[cH:6][c:7]([B:11]([OH:12])[OH:13])[cH:8][cH:9][c:10]12>>[n:1]1[cH:2][cH:3][cH:4][c:5]2[cH:6][c:7](-[n:26]3[n:25][c:24]([C:20]([CH3:21])([CH3:22])[CH3:23])[cH:28][c:27]3[C:29](=[O:30])[O:31][CH2:32][CH3:33])[cH:8][cH:9][c:10]12.